This data is from the Open Reaction Database (ORD), a public repository of structured organic reaction records. The task is: describe an organic reaction: reactants, conditions, products, and yield Reactants: O=C(n1ccnc1)n1ccnc1, Cc1nc(COc2cc(N)c(Cl)cc2C(=O)O)cs1, NC1CN2CCC1CC2, C1CCOC1. Yields the product Cc1nc(COc2cc(N)c(Cl)cc2C(=O)NC2CN3CCC2CC3)cs1. As a reaction SMILES: [C:20]([n:21]1[cH:22][cH:23][n:24][cH:25]1)([n:26]1[cH:27][cH:28][n:29][cH:30]1)=[O:31].[NH2:1][c:2]1[cH:3][c:4]([O:12][CH2:13][c:14]2[n:15][c:16]([CH3:19])[s:17][cH:18]2)[c:5]([C:6](=[O:7])[OH:8])[cH:9][c:10]1[Cl:11].[NH2:32][CH:33]1[CH2:34][N:35]2[CH2:36][CH2:37][CH:38]1[CH2:39][CH2:40]2.[O:41]1[CH2:42][CH2:43][CH2:44][CH2:45]1>>[NH2:1][c:2]1[cH:3][c:4]([O:12][CH2:13][c:14]2[n:15][c:16]([CH3:19])[s:17][cH:18]2)[c:5]([C:6](=[O:8])[NH:32][CH:33]2[CH2:34][N:35]3[CH2:36][CH2:37][CH:38]2[CH2:39][CH2:40]3)[cH:9][c:10]1[Cl:11]. The reactants are COC=1C=C(C(=O)OC)C=CC1OC (methyl 3,4-dimethoxybenzoate), NN (hydrazine). Solvent: O (water). Yields the product COC=1C=C(C(=O)NN)C=CC1OC (3,4-dimethoxybenzoic acid hydrazide). As a reaction SMILES: [CH3:1][O:2][C:3]1[CH:4]=[C:5]([CH:10]=[CH:11][C:12]=1[O:13][CH3:14])[C:6](OC)=[O:7].[NH2:15][NH2:16]>O>[CH3:1][O:2][C:3]1[CH:4]=[C:5]([CH:10]=[CH:11][C:12]=1[O:13][CH3:14])[C:6]([NH:15][NH2:16])=[O:7]. Procedure details: A mixture of 9.8 g (0.05 mol) of methyl 3,4-dimethoxybenzoate and 15 ml of 85% water containing hydrazine was refluxed for 2.5 hours with stirring. The reaction mixture was cooled and the crystals formed were recovered by filtration and washed with water to provide 3,4-dimethoxybenzoic acid hydrazide. The yield was quantitative. Reaction conditions: time 4 hour. Reactants: C([O-])([O-])=O.[Sr+2] (strontium carbonate), C(C=1C(O)=CC=CC1)(=O)O (salicylic acid). The solvent is O (water). Product: C(C=1C(O)=CC=CC1)(=O)[O-].[Sr+2].C(C=1C(O)=CC=CC1)(=O)[O-] (Strontium (II) Salicylate). RXN SMILES: C(=O)([O-])[O-].[Sr+2:5].[C:6]([OH:15])(=[O:14])[C:7]1[C:8](=[CH:10][CH:11]=[CH:12][CH:13]=1)[OH:9]>O>[C:6]([O-:15])(=[O:14])[C:7]1[C:8](=[CH:10][CH:11]=[CH:12][CH:13]=1)[OH:9].[Sr+2:5].[C:6]([O-:15])(=[O:14])[C:7]1[C:8](=[CH:10][CH:11]=[CH:12][CH:13]=1)[OH:9] |f:0.1,4.5.6|. Procedure: A suspension of strontium carbonate (1.0 g, 6.77 mmol) and salicylic acid (1.87 g, 13.5 mmol) in water (25 ml) was stirred for 4 hours. The solution became pale yellow and almost clear. The solution was filtered at room temperature and the filtrate was evaporated to dryness and dried in vacuo at ambient temperature. The title compound was isolated as a pale red powder. Yield 2.1 g (86%). Melting point above 300° C. Reactants: ClC1=C(C=CC=C1C(F)(F)F)C(=O)N1C(C2=C(C=C1)N(C=N2)C2=NC=C(C=C2)F)C ((2-chloro-3-(trifluoromethyl)phenyl)(1-(5-fluoropyridin-2-yl)-4-methyl-1H-imidazo[4,5-c]pyridin-5(4H)-yl)methanone). The reagents and catalysts are [Pd] (palladium on carbon). Solvent: CCO (EtOH), C(Cl)Cl (DCM). Reaction conditions: time 48 hour. The product is MeOH(NH3), ClC1=C(C=CC=C1C(F)(F)F)C(=O)N1C(C2=C(CC1)N(C=N2)C2=NC=C(C=C2)F)C ((2-Chloro-3-(trifluoromethyl)phenyl)(1-(5-fluoropyridin-2-yl)-4-methyl-6,7-dihydro-1H-imidazo[4,5-c]pyridin-5(4H)-yl)methanone). The yield is 62.3%. As a reaction SMILES: [Cl:1][C:2]1[C:7]([C:8]([F:11])([F:10])[F:9])=[CH:6][CH:5]=[CH:4][C:3]=1[C:12]([N:14]1[CH:19]=[CH:18][C:17]2[N:20]([C:23]3[CH:28]=[CH:27][C:26]([F:29])=[CH:25][N:24]=3)[CH:21]=[N:22][C:16]=2[CH:15]1[CH3:30])=[O:13]>CCO.[Pd].C(Cl)Cl>[Cl:1][C:2]1[C:7]([C:8]([F:9])([F:10])[F:11])=[CH:6][CH:5]=[CH:4][C:3]=1[C:12]([N:14]1[CH2:19][CH2:18][C:17]2[N:20]([C:23]3[CH:28]=[CH:27][C:26]([F:29])=[CH:25][N:24]=3)[CH:21]=[N:22][C:16]=2[CH:15]1[CH3:30])=[O:13]. Procedure: To a solution of (2-chloro-3-(trifluoromethyl)phenyl)(1-(5-fluoropyridin-2-yl)-4-methyl-1H-imidazo[4,5-c]pyridin-5(4H)-yl)methanone (0.80 g, 1.83 mmol) in degassed EtOH (25 mL) was added 10% palladium on carbon (0.20 mg, 0.19 mmol). The reaction was placed under an atmosphere of hydrogen and let stir for 48 h. The reaction was diluted with DCM and filtered through a pad of Celite®. The solvent was concentrated and chromatography of the resulting residue (SiO2; MeOH(NH3):DCM) gave the title compo... Reactants: C(C1=CC=CC=C1)N1NNC=2N=C(N(C(C21)=O)C2=C(C=CC=C2)C)C (1-benzyl-5-methyl-6-o-tolyl-3,6-dihydro-[1,2,3]triazolo[4,5-d]pyrimidin-7-one), C(C)(=O)O (acetic acid). The reagents and catalysts are [OH-].[OH-].[Pd+2] (palladium hydroxide on carbon). Run in C(C)O (ethanol). Run at time 48 hour. Yields the product CC=1N(C(C2=C(N1)NN=N2)=O)C2=C(C=CC=C2)C (5-methyl-6-o-tolyl-3,6-dihydro-[1,2,3]triazolo[4,5-d]pyrimidin-7one). The yield is 16.8%. RXN SMILES: C([N:8]1[C:16]2[C:15](=[O:17])[N:14]([C:18]3[CH:23]=[CH:22][CH:21]=[CH:20][C:19]=3[CH3:24])[C:13]([CH3:25])=[N:12][C:11]=2[NH:10][NH:9]1)C1C=CC=CC=1.C(O)(=O)C>[OH-].[OH-].[Pd+2].C(O)C>[CH3:25][C:13]1[N:14]([C:18]2[CH:23]=[CH:22][CH:21]=[CH:20][C:19]=2[CH3:24])[C:15](=[O:17])[C:16]2[N:8]=[N:9][NH:10][C:11]=2[N:12]=1 |f:2.3.4|. Procedure details: A mixture of 1-benzyl-5-methyl-6-o-tolyl-3,6-dihydro-[1,2,3]triazolo[4,5-d]pyrimidin-7-one (4.0 g, 12.07 mmol), acetic acid (150 mL), ethanol (25 mL), and palladium hydroxide on carbon (4.0 g) was hydrogenated on a Parr apparatus. After 5 hours the catalyst was filtered off and replaced with fresh palladium hydroxide on carbon (4.0 g). The hydrogenation was continued 48 hours longer. The reaction was filtered and the filtrate was concentrated to afford 5-methyl-6-o-tolyl-3,6-dihydro-[1,2,3]triaz... The reactants are Cl.Cl.ClC1=CC=C(C=C1)C1NCCNCC2=C1C=CC=C2 (1-(p-chlorophenyl)-1,2,3,4,5,6-hexahydro-2,5-benzodiazocine dihydrochloride), [Mn](=O)(=O)(=O)[O-].[K+] (potassium permanganate). The solvent is O (water), O (water). The product is ClC1=CC=C(C=C1)C1(N2C(C3=CC=CC=C13)=NCC2)O (5-(4-chlorophenyl)-2,3-dihydro-5H-imidazo [2,1-a]isoindol-5-ol). RXN SMILES: Cl.Cl.[Cl:3][C:4]1[CH:9]=[CH:8][C:7]([CH:10]2[C:17]3[CH:18]=[CH:19][CH:20]=[CH:21][C:16]=3[CH2:15][NH:14][CH2:13][CH2:12][NH:11]2)=[CH:6][CH:5]=1.[Mn]([O-])(=O)(=O)=[O:23].[K+]>O>[Cl:3][C:4]1[CH:5]=[CH:6][C:7]([C:10]2([OH:23])[C:17]3[C:16](=[CH:21][CH:20]=[CH:19][CH:18]=3)[C:15]3=[N:14][CH2:13][CH2:12][N:11]23)=[CH:8][CH:9]=1 |f:0.1.2,3.4|. Procedure details: Two grams of 1-(p-chlorophenyl)-1,2,3,4,5,6-hexahydro-2,5-benzodiazocine dihydrochloride are dissolved in 50 ml. of water. A solution of 1 g. of potassium permanganate in 50 ml. of water is added dropwise over a period of one-half hour. The mixture is filtered to remove inorganic salts and the filtrate is made basic with sodium carbonate solution. The precipitated solid is separated and washed with water. On recrystallization from ethanol there is obtained 5-(4-chlorophenyl)-2,3-dihydro-5H-imida...